describe an organic reaction: reactants, conditions, products, and yield From a dataset of the Open Reaction Database (ORD), a public repository of structured organic reaction records. Reactants: CC1(C=2C=CC(=CC2C(CC1)(C)C)OC=1C=C2C=CC=C(C2=CC1)C(=O)Cl)C (6-(5,6,7,8-tetrahydro-5,5,8,8-tetramethyl-2-naphthyloxy)naphthoyl chloride), N1CCOCC1 (morpholine). The product is CC1(C=2C=CC(=CC2C(CC1)(C)C)OC=1C=C2C=CC=C(C2=CC1)C(=O)N1CCOCC1)C (6-(5,6,7,8-tetrahydro-5,5,8,8-tetramethyl-2-naphthyloxy)naphthoic acid morpholide). Isolated yield 70.6%. RXN SMILES: [CH3:1][C:2]1([CH3:28])[CH2:11][CH2:10][C:9]([CH3:13])([CH3:12])[C:8]2[CH:7]=[C:6]([O:14][C:15]3[CH:16]=[C:17]4[C:22](=[CH:23][CH:24]=3)[C:21]([C:25](Cl)=[O:26])=[CH:20][CH:19]=[CH:18]4)[CH:5]=[CH:4][C:3]1=2.[NH:29]1[CH2:34][CH2:33][O:32][CH2:31][CH2:30]1>>[CH3:1][C:2]1([CH3:28])[CH2:11][CH2:10][C:9]([CH3:13])([CH3:12])[C:8]2[CH:7]=[C:6]([O:14][C:15]3[CH:16]=[C:17]4[C:22](=[CH:23][CH:24]=3)[C:21]([C:25]([N:29]3[CH2:34][CH2:33][O:32][CH2:31][CH2:30]3)=[O:26])=[CH:20][CH:19]=[CH:18]4)[CH:5]=[CH:4][C:3]1=2. Reported procedure: Utilizing a procedure analogous to that of Example 16(b), 593 mg (1.5 mmol) of 6-(5,6,7,8-tetrahydro-5,5,8,8-tetramethyl-2-naphthyloxy)naphthoyl chloride were reacted with 320 μl (3.6 mmol) of morpholine to provide 470 mg (70%) of the expected amide, having a melting point of 118°-20° C.